Dataset: the Open Reaction Database (ORD), a public repository of structured organic reaction records. Task: describe an organic reaction: reactants, conditions, products, and yield Reactants: FC1=CC(=C(C=C1)N)[N+](=O)[O-] (4-fluoro-2-nitro-phenylamine), ice water, FC1=C(C#N)C=C(C=C1)C(F)(F)F (2-fluoro-5-trifluoromethyl-benzonitrile), O.[OH-].[Li+] (lithium hydroxide monohydrate). The solvent is CS(=O)C (methyl sulfoxide). Run at temperature 70 celsius, time 1 hour. Product: FC1=CC(=C(C=C1)NC1=C(C#N)C=C(C=C1)C(F)(F)F)[N+](=O)[O-] (2-(4-Fluoro-2-nitro-phenylamino)-5-trifluoromethyl-benzonitrile). The yield is 95.9%. RXN SMILES: [F:1][C:2]1[CH:7]=[CH:6][C:5]([NH2:8])=[C:4]([N+:9]([O-:11])=[O:10])[CH:3]=1.F[C:13]1[CH:20]=[CH:19][C:18]([C:21]([F:24])([F:23])[F:22])=[CH:17][C:14]=1[C:15]#[N:16].O.[OH-].[Li+]>CS(C)=O>[F:1][C:2]1[CH:7]=[CH:6][C:5]([NH:8][C:13]2[CH:20]=[CH:19][C:18]([C:21]([F:22])([F:24])[F:23])=[CH:17][C:14]=2[C:15]#[N:16])=[C:4]([N+:9]([O-:11])=[O:10])[CH:3]=1 |f:2.3.4|. Procedure: Combine 4-fluoro-2-nitro-phenylamine (5.0 g, 32.03 mmol), 2-fluoro-5-trifluoromethyl-benzonitrile (6.07 g, 32.03 mmol) and lithium hydroxide monohydrate (4.03 g, 96.08 mmol) in methyl sulfoxide (DMSO, 60 ml). Heat the resulting mixture to 70° C. for 16 hours. Cool the reaction mixture to ambient temperature, then pour into approximately 400 ml of ice water and stir for one hour. Filter the resulting mixture and collect the precipitate to obtain 9.995 g of the title compound (30.73 mmol, 96% yiel...